Dataset: the Open Reaction Database (ORD), a public repository of structured organic reaction records. Task: describe an organic reaction: reactants, conditions, products, and yield The reactants are ice water, Cl (hydrochloric acid), C(C)NCC (Diethylamine), ClC1=C(C2=C(N=C(N2)C(F)(F)F)C(=C1Cl)Cl)S(=O)(=O)Cl (5,6,7-trichloro-2-trifluoromethylbenzimidazole-4-sulphonyl chloride), C(C)NCC (diethylamine). Solvent: CC(=O)C (acetone). Conditions: temperature 30 celsius, time 15 minute. Yields the product ClC1=C(C2=C(N=C(N2)C(F)(F)F)C(=C1Cl)Cl)S(=O)(=O)N(CC)CC (5,6,7-trichloro-N,N-diethyl-2-trifluoromethylbenzimidazole-4-sulphonamide). Isolated yield 97.0%. Reaction SMILES: [CH2:1]([NH:3][CH2:4][CH3:5])[CH3:2].[Cl:6][C:7]1[C:19]([Cl:20])=[C:18]([Cl:21])[C:10]2[N:11]=[C:12]([C:14]([F:17])([F:16])[F:15])[NH:13][C:9]=2[C:8]=1[S:22](Cl)(=[O:24])=[O:23].Cl>CC(C)=O>[Cl:6][C:7]1[C:19]([Cl:20])=[C:18]([Cl:21])[C:10]2[N:11]=[C:12]([C:14]([F:17])([F:16])[F:15])[NH:13][C:9]=2[C:8]=1[S:22]([N:3]([CH2:4][CH3:5])[CH2:1][CH3:2])(=[O:24])=[O:23]. Reported procedure: Diethylamine (102 parts) was added dropwise to a suspension of the 5,6,7-trichloro-2-trifluoromethylbenzimidazole-4-sulphonyl chloride (136 parts) in acetone (400 parts) cooled in an ice bath to maintain a temperature of about 30°C. After the addition of all the diethylamine, the mixture was stirred for 15 minutes and then poured into excess ice/water. The resulting solution was acidified with concentrated hydrochloric acid to precipitate a cream solid which was filtered off, washed with water a...